This data is from the Open Reaction Database (ORD), a public repository of structured organic reaction records. The task is: describe an organic reaction: reactants, conditions, products, and yield Reactants: [I-].[K+] (potassium iodide), CS(=O)(=O)OCCOC1=NNC2=NC=NC(=C21)NC2=CC(=C(C=C2)OC=2C=NC(=CC2)C)F (2-{[4-({3-fluoro-4-[(6-methylpyridin-3-yl)oxy]phenyl}amino)-1H-pyrazolo[3,4-d]pyrimidin-3-yl]oxy}ethyl methanesulfonate), OC1CCNCC1 (4-hydroxypiperidine). The product is FC=1C=C(C=CC1OC=1C=NC(=CC1)C)NC1=C2C(=NC=N1)NN=C2OCCN2CCC(CC2)O (1-(2-{[4-({3-fluoro-4-[(6-methylpyridin-3-yl)oxy]phenyl}amino)-1H-pyrazolo[3,4-d]pyrimidin-3-yl]oxy}ethyl)piperidin-4-ol). The yield is 39.0%. RXN SMILES: [I-].[K+].CS(O[CH2:8][CH2:9][O:10][C:11]1[C:19]2[C:14](=[N:15][CH:16]=[N:17][C:18]=2[NH:20][C:21]2[CH:26]=[CH:25][C:24]([O:27][C:28]3[CH:29]=[N:30][C:31]([CH3:34])=[CH:32][CH:33]=3)=[C:23]([F:35])[CH:22]=2)[NH:13][N:12]=1)(=O)=O.[OH:36][CH:37]1[CH2:42][CH2:41][NH:40][CH2:39][CH2:38]1>>[F:35][C:23]1[CH:22]=[C:21]([NH:20][C:18]2[N:17]=[CH:16][N:15]=[C:14]3[NH:13][N:12]=[C:11]([O:10][CH2:9][CH2:8][N:40]4[CH2:41][CH2:42][CH:37]([OH:36])[CH2:38][CH2:39]4)[C:19]=23)[CH:26]=[CH:25][C:24]=1[O:27][C:28]1[CH:29]=[N:30][C:31]([CH3:34])=[CH:32][CH:33]=1 |f:0.1|. Reported procedure: The procedure described in Example 23 was repeated (except that potassium iodide was not used) using 2-{[4-({3-fluoro-4-[(6-methylpyridin-3-yl)oxy]phenyl}amino)-1H-pyrazolo[3,4-d]pyrimidin-3-yl]oxy}ethyl methanesulfonate and 4-hydroxypiperidine to give the title compound in 39% yield; NMR Spectrum: 1.37 (m, 1H), 1.67 (d, 1H), 2.16 (t, 1H), 2.45 (s, 3H), 2.78 (t, 2H), 4.42 (t, 2H), 4.54 (d, 1H), 7.23 (m, 3H), 7.56 (dd, 1H), 8.01 (dd, 1H), 8.24 (d, 1H), 8.36 (s, 1H), 8.66 (br s, 1H); Mass Spectrum... Reactants: [Al+3], O=C(O)C(O)C(O)C(=O)O, CCOC(C)=O, CCN(CC)C(=O)NC1C=C2c3cccc4[nH]c(C=O)c(c34)CC2N(C)C1, Cl, [H-], [H-], [H-], [H-], [Li+], N, C1CCOC1. Yields the product CCN(CC)C(=O)NC1C=C2c3cccc4[nH]c(CO)c(c34)CC2N(C)C1. Reaction SMILES: [Al+3:29].[C:35]([OH:36])(=[O:37])[CH:38]([CH:39]([C:40]([OH:41])=[O:42])[OH:43])[OH:44].[CH3:46][CH2:47][O:48][C:49](=[O:50])[CH3:51].[CH:1](=[O:2])[c:3]1[c:4]2[c:18]3[c:12]([cH:13][cH:14][cH:15][c:16]3[nH:17]1)[C:11]1=[CH:10][CH:9]([NH:19][C:20]([N:21]([CH2:22][CH3:23])[CH2:24][CH3:25])=[O:26])[CH2:8][N:7]([CH3:27])[CH:6]1[CH2:5]2.[ClH:34].[H-:28].[H-:31].[H-:32].[H-:33].[Li+:30].[NH3:45].[O:52]1[CH2:53][CH2:54][CH2:55][CH2:56]1>>[CH2:1]([OH:2])[c:3]1[c:4]2[c:18]3[c:12]([cH:13][cH:14][cH:15][c:16]3[nH:17]1)[C:11]1=[CH:10][CH:9]([NH:19][C:20]([N:21]([CH2:22][CH3:23])[CH2:24][CH3:25])=[O:26])[CH2:8][N:7]([CH3:27])[CH:6]1[CH2:5]2. Reactants: C, CCOCC, CCO, Cl, CCOC(=O)c1c(N(Cc2c(F)cccc2F)C(=O)OCC)sc(-c2ccc([N+](=O)[O-])cc2)c1CN(C)CCOC, [Pd]. The product is CCOC(=O)c1c(N(Cc2c(F)cccc2F)C(=O)OCC)sc(-c2ccc(N)cc2)c1CN(C)CCOC. As a reaction SMILES: [C:51].[CH3:43][CH2:44][O:45][CH2:46][CH3:47].[CH3:48][CH2:49][OH:50].[ClH:1].[F:2][c:3]1[c:4]([CH2:5][N:6]([C:7](=[O:8])[O:9][CH2:10][CH3:11])[c:12]2[s:13][c:14](-[c:29]3[cH:30][cH:31][c:32]([N+:35]([O-:36])=[O:37])[cH:33][cH:34]3)[c:15]([CH2:22][N:23]([CH3:24])[CH2:25][CH2:26][O:27][CH3:28])[c:16]2[C:17](=[O:18])[O:19][CH2:20][CH3:21])[c:38]([F:42])[cH:39][cH:40][cH:41]1.[Pd:52]>>[F:2][c:3]1[c:4]([CH2:5][N:6]([C:7](=[O:8])[O:9][CH2:10][CH3:11])[c:12]2[s:13][c:14](-[c:29]3[cH:30][cH:31][c:32]([NH2:35])[cH:33][cH:34]3)[c:15]([CH2:22][N:23]([CH3:24])[CH2:25][CH2:26][O:27][CH3:28])[c:16]2[C:17](=[O:18])[O:19][CH2:20][CH3:21])[c:38]([F:42])[cH:39][cH:40][cH:41]1.